From a dataset of the Open Reaction Database (ORD), a public repository of structured organic reaction records. describe an organic reaction: reactants, conditions, products, and yield Reported procedure: The titled compound was prepared as the hydrochloride salt according to Method CB using the product of Example 1A (78 mg, 0.5 mmol) and 1-bromo-4-ethynylbenzene (Alfa Aesar, 80 mg, 0.5 mmol). 1H NMR (300 MHz, DMSO-d6) δ 7.66 (dd, J=7.7, 5.0 Hz, 1H), 7.75-8.01 (m, 5H), 8.36 (dt, J=8.0, 1.9 Hz, 1H), 8.76 (dd, J=4.8, 1.6 Hz, 1H), 9.14 (s, 1H) ppm; MS (DCI/NH3) m/z 303 (M+H)+, 301 (M+H)+. As a reaction SMILES: [OH:1][N:2]=[C:3](Cl)[C:4]1[CH:9]=[CH:8][CH:7]=[N:6][CH:5]=1.[Br:11][C:12]1[CH:17]=[CH:16][C:15]([C:18]#[CH:19])=[CH:14][CH:13]=1.N>>[Br:11][C:12]1[CH:17]=[CH:16][C:15]([C:18]2[O:1][N:2]=[C:3]([C:4]3[CH:5]=[N:6][CH:7]=[CH:8][CH:9]=3)[CH:19]=2)=[CH:14][CH:13]=1. Product: BrC1=CC=C(C=C1)C1=CC(=NO1)C=1C=NC=CC1 (5-(4-Bromophenyl)-3-(pyridin-3-yl)isoxazole). Reactants: hydrochloride salt, N (NH3), ON=C(C1=CN=CC=C1)Cl (N-Hydroxynicotinimidoyl chloride), BrC1=CC=C(C=C1)C#C (1-bromo-4-ethynylbenzene).